Dataset: the Open Reaction Database (ORD), a public repository of structured organic reaction records. Task: describe an organic reaction: reactants, conditions, products, and yield Procedure: According to the procedure described in Example 1(a) for the preparation of 3-biphenyl-4-yl-furan, 4-bromopyridine hydrochloride (500 mg, 2.57 mmol) was coupled to fresh 3-furanboronic acid (see Thompson, W. J.; Gaudino, G. J. Org. Chem. 1984, 49, 5237-5243) to furnish 373 mg (100%) of crude 4-furan-3-yl-pyridine as an unstable solid that was used immediately. NMR and IR matched that of literature (see Ribereau, P.; Queguiner, G. Can. J. Chem. 1983, 61, 334-342 and Ishikura, M.; Ohta, T.; Terash... The product is O1C=C(C=C1)C1=CC=NC=C1 (4-furan-3-yl-pyridine). RXN SMILES: C1(C2C=CC=CC=2)[CH:6]=[CH:5][C:4]([C:7]2[CH:11]=[CH:10][O:9][CH:8]=2)=[CH:3][CH:2]=1.Cl.BrC1C=C[N:23]=CC=1.O1C=CC(B(O)O)=C1>>[O:9]1[CH:10]=[CH:11][C:7]([C:4]2[CH:5]=[CH:6][N:23]=[CH:2][CH:3]=2)=[CH:8]1 |f:1.2|. The yield is 100.0%. Reactants: C1(=CC=C(C=C1)C1=COC=C1)C1=CC=CC=C1 (3-biphenyl-4-yl-furan), Cl.BrC1=CC=NC=C1 (4-bromopyridine hydrochloride), O1C=C(C=C1)B(O)O (3-furanboronic acid). Reactants: C([O-])([O-])=O.[K+].[K+] (potassium carbonate), COC(C=O)OC (dimethoxy acetaldehyde), triethyl phosphonoacetate, C(C)OCC (diethyl ether). Run in O1CCCC1 (tetrahydrofuran), O (water). Reaction conditions: time 4 hour. Yields the product C(C)OC(C=CC(OC)OC)=O (4,4-Dimethoxy-but-2-enoic acid ethyl ester). Yield: 90.0%. RXN SMILES: C(=O)([O-])[O-:2].[K+].[K+].[CH3:7][O:8][CH:9]([O:12][CH3:13])[CH:10]=O.[CH2:14]([O:16][CH2:17][CH3:18])[CH3:15]>O1CCCC1.O>[CH2:14]([O:16][C:17](=[O:2])[CH:18]=[CH:10][CH:9]([O:8][CH3:7])[O:12][CH3:13])[CH3:15] |f:0.1.2|. Procedure: Add potassium carbonate (16.5 g, 120 mmol) to a solution of dimethoxy acetaldehyde (60% wt. in water) (15 mL, 100 mmol) and triethyl phosphonoacetate (20 mL, 100 mmol) in 210 mL tetrahydrofuran and 30 mL water. Stir the mixture at room temperature for 4 hours. Pour the reaction mixture into diethyl ether (200 mL) and wash with saturated aqueous sodium chloride. Dry the organic phase over sodium sulfate and concentrate under reduced pressure to provide the desired compound as a yellow oil (15.8 g... Starting materials: FC1=CC2=C(C(=NO2)C2CCNCC2)C=C1 (6-fluoro-3-(4-piperidinyl)-1,2-benzisoxazole), Cl.CN(CCCCl)C (3-dimethylaminopropyl chloride hydrochloride), C(=O)([O-])[O-].[K+].[K+] (K2CO3), crude product, C(\C=C\C(=O)O)(=O)O (fumaric acid). Reagents/catalysts: S(=O)(=O)(O)[O-].C(CCC)[N+](CCCC)(CCCC)CCCC (tetrabutylammonium hydrogen sulfate). The solvent is C(C)#N (acetonitrile), O (water), C(C)O (ethanol). Conditions: temperature 60 celsius. Yields the product C(\C=C\C(=O)O)(=O)O.C(\C=C\C(=O)O)(=O)O.CN(CCCN1CCC(CC1)C1=NOC2=C1C=CC(=C2)F)C (1-(3-Dimethylaminopropyl)-4-(6-fluoro-1,2-benzisoxazol-3-yl)piperidine difumarate). Isolated yield 56.9%. RXN SMILES: [F:1][C:2]1[CH:16]=[CH:15][C:5]2[C:6]([CH:9]3[CH2:14][CH2:13][NH:12][CH2:11][CH2:10]3)=[N:7][O:8][C:4]=2[CH:3]=1.Cl.[CH3:18][N:19]([CH3:24])[CH2:20][CH2:21][CH2:22]Cl.C([O-])([O-])=O.[K+].[K+].[C:31]([OH:38])(=[O:37])/[CH:32]=[CH:33]/[C:34]([OH:36])=[O:35]>S([O-])(O)(=O)=O.C([N+](CCCC)(CCCC)CCCC)CCC.C(#N)C.O.C(O)C>[C:31]([OH:38])(=[O:37])/[CH:32]=[CH:33]/[C:34]([OH:36])=[O:35].[C:31]([OH:38])(=[O:37])/[CH:32]=[CH:33]/[C:34]([OH:36])=[O:35].[CH3:18][N:19]([CH3:24])[CH2:20][CH2:21][CH2:22][N:12]1[CH2:11][CH2:10][CH:9]([C:6]2[C:5]3[CH:15]=[CH:16][C:2]([F:1])=[CH:3][C:4]=3[O:8][N:7]=2)[CH2:14][CH2:13]1 |f:1.2,3.4.5,7.8,12.13.14|. Procedure: A mixture of 6-fluoro-3-(4-piperidinyl)-1,2-benzisoxazole (3.05 g, 13.8 mmol), 3-dimethylaminopropyl chloride hydrochloride (3.4 g, 21 mmol), K2CO3 (6.2 g, 45 mmol), tetrabutylammonium hydrogen sulfate (phase transfer catalyst, 1.5 g) in acetonitrile (100 ml) and water (50 ml) was heated at 60° C. overnight. The aqueous phase was separated, and acetonitrile was removed at reduced pressure. The residue was extracted into DCM. The organic solution was washed with H2O and brine, then dried with MgS... The reactants are CCOC(=O)C1=C(c2ccc3c(c2)OCO3)c2ccccc2C1(O)c1cccc(OC)c1, CC[SiH](CC)CC, ClCCl, Cl. Yields the product CCOC(=O)C1=C(c2ccc3c(c2)OCO3)c2ccccc2C1c1cccc(OC)c1. As a reaction SMILES: [CH2:1]([CH3:2])[O:3][C:4](=[O:5])[C:6]1=[C:14]([c:15]2[cH:16][c:17]3[c:18]([cH:19][cH:20]2)[O:21][CH2:22][O:23]3)[c:13]2[c:8]([cH:9][cH:10][cH:11][cH:12]2)[C:7]1([c:24]1[cH:25][c:26]([O:30][CH3:31])[cH:27][cH:28][cH:29]1)[OH:32].[CH2:33]([SiH:34]([CH2:35][CH3:36])[CH2:37][CH3:38])[CH3:39].[Cl:41][CH2:42][Cl:43].[ClH:40]>>[CH2:1]([CH3:2])[O:3][C:4](=[O:5])[C:6]1=[C:14]([c:15]2[cH:16][c:17]3[c:18]([cH:19][cH:20]2)[O:21][CH2:22][O:23]3)[c:13]2[c:8]([cH:9][cH:10][cH:11][cH:12]2)[CH:7]1[c:24]1[cH:25][c:26]([O:30][CH3:31])[cH:27][cH:28][cH:29]1. Reactants: C(C)N(C1=CC=CC=C1)CCO (2-(N-ethyl-N-phenylamino)ethanol), C(C)(=O)OC(C)=O (acetic acid anhydride). Reaction conditions: temperature 60 celsius, time 8 hour. Yields the product C(C)N(C1=CC=CC=C1)CCOC(C)=O (2-(N-ethyl-N-phenylamino)ethylethanoate). Reaction SMILES: [CH2:1]([N:3]([CH2:10][CH2:11][OH:12])[C:4]1[CH:9]=[CH:8][CH:7]=[CH:6][CH:5]=1)[CH3:2].[C:13](OC(=O)C)(=[O:15])[CH3:14]>>[CH2:1]([N:3]([CH2:10][CH2:11][O:12][C:13](=[O:15])[CH3:14])[C:4]1[CH:5]=[CH:6][CH:7]=[CH:8][CH:9]=1)[CH3:2]. Reported procedure: A mixture of 49.6 g (300 mmol) of 15 and 50 ml of acetic acid anhydride in a 250 ml-flask, equipped with a CaCl2-tube is stirred overnight at 60° C. Then, the volatile compounds are evaporated and the crude product is distilled under vacuüm. As a reaction SMILES: [Pd:1](Cl)Cl.[P:4]([O-:12])([O:9][CH2:10][CH3:11])([O:6][CH2:7][CH3:8])=[O:5]>C(OCC)(=O)C>[Pd:1].[P:4]([O-:12])([O:9][CH2:10][CH3:11])([O:6][CH2:7][CH3:8])=[O:5]. The product is [Pd] (Palladium black), P(=O)(OCC)(OCC)[O-] (Diethyl phosphate), 2R,3S 3',4',5,7-tetrahydroxy-flavan-3-yl phosphate. Procedure details: Palladium black is prepared from 13 g of palladium chloride in the manner described in Example 1. A solution of 30.0 g of diethyl phosphate and 2R,3S 3',4',5,7-tetrabenzyloxy-flavan-3-yl phosphate in 1.3 l of ethyl acetate are added. The hydrogenation is carried out for 3 hours and 3.9 l of hydrogen are consumed. The palladium is filtered off and washed twice with 200 ml of ethyl acetate. The combined solutions are evaporated to dryness. 750 ml of water are added to the residue and evaporated un... Reactants: P(=O)(OCC)(OCC)[O-] (diethyl phosphate), 2R,3S 3',4',5,7-tetrabenzyloxy-flavan-3-yl phosphate, [Pd](Cl)Cl (palladium chloride). Reaction conditions: time 3 hour. The solvent is C(C)(=O)OCC (ethyl acetate). Reactants: COCCBr, COC(=O)c1cc(Cl)c(N)cc1O, CN(C)C=O, O. The product is COCCOc1cc(N)c(Cl)cc1C(=O)OC. RXN SMILES: [CH3:14][O:15][CH2:16][CH2:17][Br:18].[CH3:1][O:2][C:3]([c:4]1[c:5]([OH:12])[cH:6][c:7]([NH2:11])[c:8]([Cl:10])[cH:9]1)=[O:13].[CH3:20][N:21]([CH3:22])[CH:23]=[O:24].[OH2:19]>>[CH3:1][O:2][C:3]([c:4]1[c:5]([O:12][CH2:17][CH2:16][O:15][CH3:14])[cH:6][c:7]([NH2:11])[c:8]([Cl:10])[cH:9]1)=[O:13]. Starting materials: CCN=C=NCCCN(C)C (EDCI), ClC=1C=C2C(=CN1)NC(=C2)C(=O)N[C@H]([C@H](C(=O)O)O)CC2=CC=CC=C2 ((S)-3-[(5-chloro-1H-pyrrolo[2,3-c]pyridine-2-carbonyl)amino]-2-(R)-hydroxy-4-phenylbutyric acid), O[C@@H]1CNC[C@@H]1O (cis-3,4-dihydroxypyrrolidine), C=1C=CC2=C(C1)N=NN2O (HOBt), CCN(C(C)C)C(C)C (DIPEA). Solvent: CN(C)C=O (DMF). Conditions: time 5 minute. The product is C(C1=CC=CC=C1)[C@@H]([C@H](C(=O)N1C[C@H]([C@H](C1)O)O)O)NC(=O)C1=CC=2C(=CN=C(C2)Cl)N1 (5-Chloro-1H-pyrrolo[2,3-c]pyridine-2-carboxylic acid [1-(S)-benzyl-3-(cis-3,4-dihydroxypyrrolidin-1-yl)-2(R)-hydroxy-3-oxopropyl]amide). RXN SMILES: [Cl:1][C:2]1[CH:3]=[C:4]2[CH:10]=[C:9]([C:11]([NH:13][C@@H:14]([CH2:20][C:21]3[CH:26]=[CH:25][CH:24]=[CH:23][CH:22]=3)[C@@H:15]([OH:19])[C:16](O)=[O:17])=[O:12])[NH:8][C:5]2=[CH:6][N:7]=1.[OH:27][C@H:28]1[C@@H:32]([OH:33])[CH2:31][NH:30][CH2:29]1.C1C=CC2N(O)N=NC=2C=1.CCN(C(C)C)C(C)C.CCN=C=NCCCN(C)C>CN(C=O)C>[CH2:20]([C@H:14]([NH:13][C:11]([C:9]1[NH:8][C:5]2=[CH:6][N:7]=[C:2]([Cl:1])[CH:3]=[C:4]2[CH:10]=1)=[O:12])[C@@H:15]([OH:19])[C:16]([N:30]1[CH2:31][C@H:32]([OH:33])[C@H:28]([OH:27])[CH2:29]1)=[O:17])[C:21]1[CH:22]=[CH:23][CH:24]=[CH:25][CH:26]=1. Reported procedure: To a solution of (S)-3-[(5-chloro-1H-pyrrolo[2,3-c]pyridine-2-carbonyl)amino]-2-(R)-hydroxy-4-phenylbutyric acid (EXAMPLE 44, 50 mg, 0.13 mmol), cis-3,4-dihydroxypyrrolidine (Preparation 23, 15 mg, 0.15 mmol) and HOBt (27 mg, 0.20 mmol) in DMF (5 mL), was added DIPEA (47 μL, 0.27 mmol). After stirring for 5 min, EDCI (28 mg, 0.15 mmol) was added and the reaction stirred at rt for 72 h. The solvent was removed in vacuo and the residue partitioned between water (30 mL) and ethyl acetate (3×30 mL).... Reactants: C1[C@@H](C)O1 ((R)-(+)-propylene oxide), B(F)(F)F.CCOCC (boron trifluoride diethyl etherate), FC(OC1=CC=CC=C1)(F)F (trifluoromethoxybenzene), CN(CCN(C)C)C (N,N,N′,N′-tetramethylethylene-diamine), C(C)(CC)[Li] (sec-butyllithium), OS(=O)(=O)O (H2SO4). The solvent is O1CCCC1 (tetrahydrofuran), O1CCCC1 (tetrahydrofuran), O (water). Product: FC(OC1=C(C=CC=C1)C[C@@H](C)O)(F)F ((R)-1-(2-(trifluoromethoxy)phenyl)propan-2-ol). Reaction SMILES: [F:1][C:2]([F:11])([F:10])[O:3][C:4]1[CH:9]=[CH:8][CH:7]=[CH:6][CH:5]=1.CN(C)CCN(C)C.C([Li])(CC)C.[CH2:25]1[O:28][C@@H:26]1[CH3:27].B(F)(F)F.CCOCC.OS(O)(=O)=O>O1CCCC1.O>[F:1][C:2]([F:10])([F:11])[O:3][C:4]1[CH:9]=[CH:8][CH:7]=[CH:6][C:5]=1[CH2:25][C@H:26]([OH:28])[CH3:27] |f:4.5|. Procedure details: To a solution of trifluoromethoxybenzene (5.29 mL) and N,N,N′,N′-tetramethylethylene-diamine (5.96 mL) in tetrahydrofuran (80 mL) at −78° C. was added sec-butyllithium (32 mL, 1.4 M solution) over 50 minutes. After 2 hours a cooled (−78° C.) solution (R)-(+)-propylene oxide (4.20 mL) in tetrahydrofuran (20 mL) was added over 15 minutes, followed by boron trifluoride diethyl etherate (1.89 mL) over 20 minutes. The reaction mixture was stirred at −78° C. for 2 hours after which aqueous solution of... Reactants: [BH3-]C#N, CCO, CN(Cc1ccc(F)cc1)C(=O)C1(c2ccc(Cl)c(Cl)c2)CC1C=CC=O, [Na+], CC(=O)NC1(c2ccccc2)CCNCC1. The product is CC(=O)NC1(c2ccccc2)CCN(CC=CC2CC2(C(=O)N(C)Cc2ccc(F)cc2)c2ccc(Cl)c(Cl)c2)CC1. RXN SMILES: [C:44]([BH3-:45])#[N:46].[CH3:48][CH2:49][OH:50].[F:17][c:18]1[cH:19][cH:20][c:21]([CH2:22][N:23]([C:24](=[O:25])[C:26]2([c:33]3[cH:34][c:35]([Cl:40])[c:36]([Cl:39])[cH:37][cH:38]3)[CH:27]([CH:29]=[CH:30][CH:31]=[O:32])[CH2:28]2)[CH3:41])[cH:42][cH:43]1.[Na+:47].[c:1]1([C:7]2([NH:13][C:14]([CH3:15])=[O:16])[CH2:8][CH2:9][NH:10][CH2:11][CH2:12]2)[cH:2][cH:3][cH:4][cH:5][cH:6]1>>[c:1]1([C:7]2([NH:13][C:14]([CH3:15])=[O:16])[CH2:8][CH2:9][N:10]([CH2:31][CH:30]=[CH:29][CH:27]3[C:26]([C:24]([N:23]([CH2:22][c:21]4[cH:20][cH:19][c:18]([F:17])[cH:43][cH:42]4)[CH3:41])=[O:25])([c:33]4[cH:34][c:35]([Cl:40])[c:36]([Cl:39])[cH:37][cH:38]4)[CH2:28]3)[CH2:11][CH2:12]2)[cH:2][cH:3][cH:4][cH:5][cH:6]1.